This data is from the Open Reaction Database (ORD), a public repository of structured organic reaction records. The task is: describe an organic reaction: reactants, conditions, products, and yield Reactants: [N+](=O)([O-])C=1C=C(CO)C=C(C1)[N+](=O)[O-] (3,5-dinitrobenzylalcohol). The reagents and catalysts are [Pd] (Pd/C). The solvent is CO (methanol). Yields the product NC=1C=C(CO)C=C(C1)N (3,5-Diaminobenzylalcohol). Reaction SMILES: [N+:1]([C:4]1[CH:5]=[C:6]([CH:9]=[C:10]([N+:12]([O-])=O)[CH:11]=1)[CH2:7][OH:8])([O-])=O>CO.[Pd]>[NH2:1][C:4]1[CH:5]=[C:6]([CH:9]=[C:10]([NH2:12])[CH:11]=1)[CH2:7][OH:8]. Procedure: A solution of 3,5-dinitrobenzylalcohol (2.20 g, 11.1 mmol) in methanol (90 ml) and a Pd/C catalyst (10%, 100 mg) was hydrogenated in a Parr apparatus at 60 psi. The solution was filtered and the solvent was removed by evaporation. The crude product was used without purification in the next step. Starting materials: C(C)C=1C(=CNC1)C(=O)OC (methyl 4-ethyl-1H-pyrrole-3-carboxylate), BrN1C(CCC1=O)=O (N-bromosuccinimide). Yields the product BrC1=C(C(=CN1)C(=O)OC)CC (Methyl 5-bromo-4-ethyl-1H-pyrrole-3-carboxylate). Isolated yield 84.2%. Reaction SMILES: [CH2:1]([C:3]1[C:4]([C:8]([O:10][CH3:11])=[O:9])=[CH:5][NH:6][CH:7]=1)[CH3:2].[Br:12]N1C(=O)CCC1=O>>[Br:12][C:7]1[NH:6][CH:5]=[C:4]([C:8]([O:10][CH3:11])=[O:9])[C:3]=1[CH2:1][CH3:2]. Procedure details: Using methyl 4-ethyl-1H-pyrrole-3-carboxylate (2.32 g) and N-bromosuccinimide (2.74 g), a procedure as in Reference Example 40 was performed to give the title compound as white crystals (yield 2.96 g, 84%). The product is C(CC1=CC=CC=C1)N1C(CC(CC1)=O)=O (1-phenethyl-2,4-dioxopiperidine). The solvent is C(C)O (ethanol). As a reaction SMILES: [CH2:1]([N:9]1[CH2:14][CH2:13][C:12](=[O:15])[CH:11](C(=O)C)[C:10]1=[O:19])[CH2:2][C:3]1[CH:8]=[CH:7][CH:6]=[CH:5][CH:4]=1.Cl>C(O)C>[CH2:1]([N:9]1[CH2:14][CH2:13][C:12](=[O:15])[CH2:11][C:10]1=[O:19])[CH2:2][C:3]1[CH:4]=[CH:5][CH:6]=[CH:7][CH:8]=1. Starting materials: C(CC1=CC=CC=C1)N1C(C(C(CC1)=O)C(C)=O)=O (1-Phenethyl-3-acetyl-2,4-dioxopiperidine), Cl (hydrochloric acid). Procedure: 1-Phenethyl-3-acetyl-2,4-dioxopiperidine (5.0 g) and 10% hydrochloric acid (30 ml) are added to ethanol (50 ml), and the mixture is refluxed for 6 hours. After distilling off the solvent, the residue is dissolved in chloroform, and the solution is washed with a saturated sodium chloride solution, dried and then distilled to remove the solvent to give 1-phenethyl-2,4-dioxopiperidine (3.62 g, 86.4%) as an oily substance. Isolated yield 86.4%. Reactants: FC=1C(=C2NC(C(NC2=CC1F)=O)=O)[N+](=O)[O-] (6,7-difluoro-5-nitro-1,4-dihydroquinoxaline-2,3-dione), [OH-].[Na+] (sodium hydroxide), Cl (HCl). The solvent is O (water). Run at temperature 105 celsius. The product is FC1=C(C(=C2NC(C(NC2=C1)=O)=O)[N+](=O)[O-])O (7-Fluoro-6-hydroxy-5-nitro-1,4-dihydroquinoxaline-2,3-dione). Yield: 80.4%. RXN SMILES: F[C:2]1[C:3]([N+:15]([O-:17])=[O:16])=[C:4]2[C:9](=[CH:10][C:11]=1[F:12])[NH:8][C:7](=[O:13])[C:6](=[O:14])[NH:5]2.[OH-:18].[Na+].Cl>O>[F:12][C:11]1[CH:10]=[C:9]2[C:4]([NH:5][C:6](=[O:14])[C:7](=[O:13])[NH:8]2)=[C:3]([N+:15]([O-:17])=[O:16])[C:2]=1[OH:18] |f:1.2|. Procedure: A mixture of 24 mg (0.098 mmol) of 6,7-difluoro-5-nitro-1,4-dihydroquinoxaline-2,3-dione and 19 mg (0.47 mmol) of sodium hydroxide in 0.6 mL of D2O was heated at 105° C. for 24 h. The mixture was added to 2 mL of water and acidified with 2 N HCl to pH=1. The precipitate was filtered, washed with water, and dried to leave a red solid (19 mg, 80%); mp>360° C.; 1H NMR (DMSO-d6), 7.101 (1, d, J=10.9), 11.10 (mb, 1), 11.70 (mb, 1), 11.99 (s, 1). 19F NMR, −137.4 (mb). MS 242 (M++1, 100), 195 (50), 152... The reactants are NC=1C=2N(C=CN1)C(=NC2C2=CC=C(C(=O)NC1=NC=CC(=N1)C)C=C2)[C@H]2NCCCC2 ((S)-4-(8-amino-3-(piperidin-2-yl)imidazo[1,5-a]pyrazin-1-yl)-N-(4-methylpyrimidin-2-yl)benzamide), NC=1C=2N(C=CN1)C(=NC2C2=CC=C(C(=O)NC1=NC=CC(=N1)C)C=C2)[C@H]2NCCCC2 ((S)-4-(8-amino-3-(piperidin-2-yl)imidazo[1,5-a]pyrazin-1-yl)-N-(4-methylpyrimidin-2-yl)benzamide), C(C=C)(=O)Cl (acryloylchloride). The product is C(C=C)(=O)N1[C@@H](CCCC1)C1=NC(=C2N1C=CN=C2N)C2=CC=C(C(=O)NC1=NC=CC(=N1)C)C=C2 ((S)-4-(3-(1-Acryloylpiperidin-2-yl)-8-aminoimidazo[1,5-a]pyrazin-1-yl)-N-(4-methylpyrimidin-2-yl)benzamide). The yield is 27.4%. As a reaction SMILES: [NH2:1][C:2]1[C:3]2[N:4]([C:8]([C@@H:27]3[CH2:32][CH2:31][CH2:30][CH2:29][NH:28]3)=[N:9][C:10]=2[C:11]2[CH:26]=[CH:25][C:14]([C:15]([NH:17][C:18]3[N:23]=[C:22]([CH3:24])[CH:21]=[CH:20][N:19]=3)=[O:16])=[CH:13][CH:12]=2)[CH:5]=[CH:6][N:7]=1.[C:33](Cl)(=[O:36])[CH:34]=[CH2:35]>>[C:33]([N:28]1[CH2:29][CH2:30][CH2:31][CH2:32][C@H:27]1[C:8]1[N:4]2[CH:5]=[CH:6][N:7]=[C:2]([NH2:1])[C:3]2=[C:10]([C:11]2[CH:26]=[CH:25][C:14]([C:15]([NH:17][C:18]3[N:23]=[C:22]([CH3:24])[CH:21]=[CH:20][N:19]=3)=[O:16])=[CH:13][CH:12]=2)[N:9]=1)(=[O:36])[CH:34]=[CH2:35]. Reported procedure: This compound was prepared, in an analogous manner as described in Example 1, from (S)-4-(8-amino-3-(piperidin-2-yl)imidazo[1,5-a]pyrazin-1-yl)-N-(4-methylpyrimidin-2-yl)benzamide (intermediate 29) and acryloylchloride, to afford the title compound (4.5 mg, 27.4%). Data: UPLC(C) Rt: 1.79 min; m/z 483.3 (M+H)+. Reactants: O=C([O-])[O-], CN(C)C=O, ClCc1ccccc1, CCOC(=O)c1cnc2c(O)c(F)c(F)cc2c1O, [K+], [K+], O. Product: CCOC(=O)c1cnc2c(OCc3ccccc3)c(F)c(F)cc2c1O. Reaction SMILES: [C:20](=[O:21])([O-:22])[O-:23].[CH3:34][N:35]([CH3:36])[CH:37]=[O:38].[Cl:26][CH2:27][c:28]1[cH:29][cH:30][cH:31][cH:32][cH:33]1.[F:1][c:2]1[cH:3][c:4]2[c:5]([OH:19])[c:6]([C:14](=[O:15])[O:16][CH2:17][CH3:18])[cH:7][n:8][c:9]2[c:10]([OH:13])[c:11]1[F:12].[K+:24].[K+:25].[OH2:39]>>[F:1][c:2]1[cH:3][c:4]2[c:5]([OH:19])[c:6]([C:14](=[O:15])[O:16][CH2:17][CH3:18])[cH:7][n:8][c:9]2[c:10]([O:13][CH2:27][c:28]2[cH:29][cH:30][cH:31][cH:32][cH:33]2)[c:11]1[F:12]. Reactants: aqueous solution, [OH-].[Na+] (sodium hydroxide), C(=O)(OC)C1N(C2C(N(C2O1)C(C(=O)OCC1=CC=CC=C1)=C(C)C)=O)C(C1=CC=CC=C1)=O (benzyl α-(3ξ-carbomethoxy-2-benzoyl-7-oxo-4-oxa-2,6-diazabicyclo[3.2.0]heptan-6-yl)-α-isopropylideneacetate). Solvent: CC(=O)C (acetone), O (water), O (water). Yields the product C(=O)(O)C1N(C2C(N(C2O1)C(C(=O)OCC1=CC=CC=C1)=C(C)C)=O)C(C1=CC=CC=C1)=O (benzyl α-(3ξ-carboxy-2-benzoyl-7-oxo-4-oxa-2,6-diazabicyclo[3.2.0]heptan-6-yl)-α-isopropylideneacetate). Yield: 93.1%. As a reaction SMILES: [C:1]([CH:5]1[O:11][CH:10]2[CH:7]([C:8](=[O:26])[N:9]2[C:12](=[C:23]([CH3:25])[CH3:24])[C:13]([O:15][CH2:16][C:17]2[CH:22]=[CH:21][CH:20]=[CH:19][CH:18]=2)=[O:14])[N:6]1[C:27](=[O:34])[C:28]1[CH:33]=[CH:32][CH:31]=[CH:30][CH:29]=1)([O:3]C)=[O:2].[OH-].[Na+]>CC(C)=O.O>[C:1]([CH:5]1[O:11][CH:10]2[CH:7]([C:8](=[O:26])[N:9]2[C:12](=[C:23]([CH3:25])[CH3:24])[C:13]([O:15][CH2:16][C:17]2[CH:22]=[CH:21][CH:20]=[CH:19][CH:18]=2)=[O:14])[N:6]1[C:27](=[O:34])[C:28]1[CH:29]=[CH:30][CH:31]=[CH:32][CH:33]=1)([OH:3])=[O:2] |f:1.2|. Procedure: To a solution of 7.02 g of benzyl α-(3ξ-carbomethoxy-2-benzoyl-7-oxo-4-oxa-2,6-diazabicyclo[3.2.0]heptan-6-yl)-α-isopropylideneacetate dissolved in a mixture of 85 ml of acetone and 26.5 ml of water is added 20 ml of 1.012 N aqueous solution of sodium hydroxide at -3° to -4° C. over a period of an hour and the mixture diluted with water and washed with ethyl acetate. The aqueous layer is separated, adjusted to pH 2.0 with 4 N hydrochloric acid, and then extracted with ethyl acetate. The extract ... Starting materials: NC1=C(C2=C(CNCC2)S1)C(=O)OCC (2-amino-3-carboethoxy-4,5,6,7-tetra-hydrothieno[2,3-c)pyridine), C1(=CC=CC=C1)CCCBr (1-phenyl-3-bromopropane), [I-].[K+] (potassium iodide), C([O-])([O-])=O.[K+].[K+] (potassium carbonate). Solvent: C1(=CC=CC=C1)C (toluene). The product is NC1=C(C2=C(CN(CC2)CCCC2=CC=CC=C2)S1)C(=O)OCC (2-Amino-3-carboethoxy-6-(3-phenyl)propyl-4,5,6,7-tetrahydrothieno[2,3-c]pyridine). The yield is 51.2%. Reaction SMILES: [NH2:1][C:2]1[S:10][C:5]2[CH2:6][NH:7][CH2:8][CH2:9][C:4]=2[C:3]=1[C:11]([O:13][CH2:14][CH3:15])=[O:12].[C:16]1([CH2:22][CH2:23][CH2:24]Br)[CH:21]=[CH:20][CH:19]=[CH:18][CH:17]=1.[I-].[K+].C(=O)([O-])[O-].[K+].[K+]>C1(C)C=CC=CC=1>[NH2:1][C:2]1[S:10][C:5]2[CH2:6][N:7]([CH2:24][CH2:23][CH2:22][C:16]3[CH:21]=[CH:20][CH:19]=[CH:18][CH:17]=3)[CH2:8][CH2:9][C:4]=2[C:3]=1[C:11]([O:13][CH2:14][CH3:15])=[O:12] |f:2.3,4.5.6|. Procedure details: 10.0 g (44.2 mmol) of 2-amino-3-carboethoxy-4,5,6,7-tetra-hydrothieno[2,3-c)pyridine [sic] in 100 ml of toluene were mixed with 9.0 g (45 mM) of 1-phenyl-3-bromopropane, 400 mg of potassium iodide and 6.1 g (44.2 mmol) of finely powdered potassium carbonate and refluxed for 6 h. The residue after concentration in a rotary evaporator was taken up in water, adjusted to pH=10 and extracted twice with methylene chloride. The crude product after drying and concentration of the organic phase was extra... Starting materials: SCC1C(=O)OCC1C1=CC=CC=C1 (α-mercaptomethyl-β-phenyl-γ-butyrolactone), C(CCC)C1=CC=C(C(=O)Cl)C=C1 (p-n-butylbenzoyl chloride), N1=CC=CC=C1 (pyridine). Run in C(C)OCC (ethyl ether), C(C)OCC (ethyl ether). Run at time 2.5 hour. The product is C(CCC)C1=CC=C(C(=O)SCC2C(=O)OCC2C2=CC=CC=C2)C=C1 (α-(p-n-butylbenzoylthiomethyl)-β-phenyl-γ-butyrolactone). The yield is 79.1%. RXN SMILES: [SH:1][CH2:2][CH:3]1[CH:8]([C:9]2[CH:14]=[CH:13][CH:12]=[CH:11][CH:10]=2)[CH2:7][O:6][C:4]1=[O:5].[CH2:15]([C:19]1[CH:27]=[CH:26][C:22]([C:23](Cl)=[O:24])=[CH:21][CH:20]=1)[CH2:16][CH2:17][CH3:18].N1C=CC=CC=1>C(OCC)C>[CH2:15]([C:19]1[CH:20]=[CH:21][C:22]([C:23]([S:1][CH2:2][CH:3]2[CH:8]([C:9]3[CH:14]=[CH:13][CH:12]=[CH:11][CH:10]=3)[CH2:7][O:6][C:4]2=[O:5])=[O:24])=[CH:26][CH:27]=1)[CH2:16][CH2:17][CH3:18]. Reported procedure: To a solution of 1.5 g of α-mercaptomethyl-β-phenyl-γ-butyrolactone in 30 ml of ethyl ether were added at room temperature 4.3 g of p-n-butylbenzoyl chloride and then 1.9 ml of pyridine. The mixture was kept at room temperature for 2.5 hours. After completion of the reaction, the reaction mixture was diluted with 100 ml of ethyl ether, washed with 10% hydrochloric acid, 10% aqueous sodium hydrogen carbonate and then satureated saline, dried over magnesium sulfate and the solvent was distilled of... The reactants are [Br-], [Li]CCCC, CC(c1ccc2c(c1)C(C)(C)CCC2(C)C)[P+](c1ccccc1)(c1ccccc1)c1ccccc1, COc1ccc(C=O)cc1, CO, C1CCOC1, O. The product is COc1ccc(C=C(C)c2ccc3c(c2)C(C)(C)CCC3(C)C)cc1. RXN SMILES: [Br-:1].[CH2:37]([Li:38])[CH2:39][CH2:40][CH3:41].[CH3:2][C:3]1([CH3:36])[c:4]2[cH:5][cH:6][c:7]([CH:15]([CH3:16])[P+:17]([c:18]3[cH:19][cH:20][cH:21][cH:22][cH:23]3)([c:24]3[cH:25][cH:26][cH:27][cH:28][cH:29]3)[c:30]3[cH:31][cH:32][cH:33][cH:34][cH:35]3)[cH:8][c:9]2[C:10]([CH3:13])([CH3:14])[CH2:11][CH2:12]1.[CH3:42][O:43][c:44]1[cH:45][cH:46][c:47]([CH:48]=[O:49])[cH:50][cH:51]1.[CH3:53][OH:54].[O:55]1[CH2:56][CH2:57][CH2:58][CH2:59]1.[OH2:52]>>[CH3:2][C:3]1([CH3:36])[c:4]2[cH:5][cH:6][c:7]([C:15]([CH3:16])=[CH:48][c:47]3[cH:46][cH:45][c:44]([O:43][CH3:42])[cH:51][cH:50]3)[cH:8][c:9]2[C:10]([CH3:13])([CH3:14])[CH2:11][CH2:12]1.